The task is: describe an organic reaction: reactants, conditions, products, and yield. This data is from the Open Reaction Database (ORD), a public repository of structured organic reaction records. Reaction SMILES: Cl.[Br:2][C:3]1[CH:8]=[CH:7][C:6]([C:9](=[O:15])[CH2:10][CH2:11][C:12]([OH:14])=[O:13])=[CH:5][C:4]=1[N+:16]([O-])=O>[Fe]>[NH2:16][C:4]1[CH:5]=[C:6]([C:9](=[O:15])[CH2:10][CH2:11][C:12]([OH:14])=[O:13])[CH:7]=[CH:8][C:3]=1[Br:2]. Conditions: time 4 hour. The reactants are Cl (HCl), BrC1=C(C=C(C=C1)C(CCC(=O)O)=O)[N+](=O)[O-] (4-(4-bromo-3-nitrophenyl)-4-oxobutanoic acid). Reported procedure: 3.6 ml of concentrated HCl are added dropwise to a mixture of 10 g of 4-(4-bromo-3-nitrophenyl)-4-oxobutanoic acid and 6.5 g of iron powder, the mixture is then boiled under a reflux condenser for 4 hours and undissolved material is filtered off hot. The filtrate is evaporated and, after adding water and 5 ml of 2 N HCl, the oily residue is extracted with ethyl acetate and, after drying the organic phase over sodium sulfate, the solvent is distilled off. Colorless crystalline 4-(3-amino-4-bromop... The reagents and catalysts are [Fe] (iron). The product is NC=1C=C(C=CC1Br)C(CCC(=O)O)=O (4-(3-amino-4-bromophenyl)-4-oxobutanoic acid). The reactants are CC(C)(C)OC(=O)N1C(CS(=O)(=O)c2nc3ccccc3s2)COC1(C)C, O=Cc1cccc(Cl)c1. The product is CC(C)(C)OC(=O)N1C(C=Cc2cccc(Cl)c2)COC1(C)C. As a reaction SMILES: [C:1]([CH3:2])([CH3:3])([CH3:4])[O:5][C:6](=[O:7])[N:8]1[C:9]([CH3:26])([CH3:27])[O:10][CH2:11][CH:12]1[CH2:13][S:14]([c:15]1[s:16][c:17]2[cH:18][cH:19][cH:20][cH:21][c:22]2[n:23]1)(=[O:24])=[O:25].[Cl:28][c:29]1[cH:30][c:31]([CH:32]=[O:33])[cH:34][cH:35][cH:36]1>>[C:1]([CH3:2])([CH3:3])([CH3:4])[O:5][C:6](=[O:7])[N:8]1[C:9]([CH3:26])([CH3:27])[O:10][CH2:11][CH:12]1[CH:13]=[CH:32][c:31]1[cH:30][c:29]([Cl:28])[cH:36][cH:35][cH:34]1. Starting materials: CC(CC(=O)O)(CCC1=CC=CC=C1)C (3,3-dimethyl-5-phenylpentanoic Acid), COC(C(C(=O)[O-])C(CCC1=CC=CC=C1)(C)C)=O (Monomethyl(1,1-dimethyl-3-phenylpropyl)propanedioate), CC1(C(C(C2=C(CC1)C=CC=C2)=O)C(=O)OC)C (7,7-dimethyl-6-methoxycarbonyl-6,7,8,9-tetrahydro-5H-benzocyclohepten-5-one). Yields the product CC1(CCC2=C(C=C1C(=O)OC)C=CC=C2)C (Methyl 7,7-dimethyl-6,7-dihydro-5H-benzocycloheptene-8-carboxylate). As a reaction SMILES: CC(C)(CCC1C=CC=CC=1)CC(O)=O.[CH3:16][O:17][C:18](=[O:34])[CH:19]([C:23]([CH3:33])([CH3:32])[CH2:24][CH2:25][C:26]1[CH:31]=[CH:30][CH:29]=[CH:28][CH:27]=1)[C:20]([O-])=O.CC1(C)CCC2C=CC=CC=2C(=O)C1C(OC)=O>>[CH3:32][C:23]1([CH3:33])[C:19]([C:18]([O:17][CH3:16])=[O:34])=[CH:20][C:27]2[CH:28]=[CH:29][CH:30]=[CH:31][C:26]=2[CH2:25][CH2:24]1. Procedure details: Methyl 7,7-dimethyl-6,7-dihydro-5H-benzocycloheptene-8-carboxylate was synthesized by the same process as in Reference Example 1, (b) and (c) except for using 7,7-dimethyl-6-methoxycarbonyl-6,7,8,9-tetrahydro-5H-benzocyclohepten-5-one. Reactants: O (water), C(C)OC(C1=CN=CC(=C1N)N)=O (4,5-diamino-nicotinic acid ethyl ester), FC(C1=C(C=O)C=CC=C1)(F)F (2-trifluoromethylbenzaldehyde), S(=O)(=O)([O-])S(=O)[O-].[Na+].[Na+] (sodium metabisulfite). Run in CN(C)C=O (DMF). Reaction conditions: temperature 120 celsius, time 18 hour. The product is C(C)OC(=O)C=1C2=C(C=NC1)NC(=N2)C2=C(C=CC=C2)C(F)(F)F (2-(2-trifluoromethyl-phenyl)-3H-imidazo[4,5-c]pyridine-7-carboxylic acid ethyl ester). Isolated yield 70.1%. RXN SMILES: [CH2:1]([O:3][C:4](=[O:13])[C:5]1[C:10]([NH2:11])=[C:9]([NH2:12])[CH:8]=[N:7][CH:6]=1)[CH3:2].[F:14][C:15]([F:25])([F:24])[C:16]1[CH:23]=[CH:22][CH:21]=[CH:20][C:17]=1[CH:18]=O.S(S([O-])=O)([O-])(=O)=O.[Na+].[Na+].O>CN(C=O)C>[CH2:1]([O:3][C:4]([C:5]1[C:10]2[N:11]=[C:18]([C:17]3[CH:20]=[CH:21][CH:22]=[CH:23][C:16]=3[C:15]([F:14])([F:24])[F:25])[NH:12][C:9]=2[CH:8]=[N:7][CH:6]=1)=[O:13])[CH3:2] |f:2.3.4|. Reported procedure: A mixture containing 4,5-diamino-nicotinic acid ethyl ester (79; 1.81 g, 10 mmol), 2-trifluoromethylbenzaldehyde (1.9 g, 11 mmol), Na2S2O5 (9.5 g, 50 mmol) in 50 mL of DMF was stirred at 120° C. for 18 h. Upon cooling to room temperature, the reaction mixture was poured into 100 mL of cold water. The resulting solids were collected by filtration, washed with water, and dried to provide 2-(2-trifluoromethyl-phenyl)-3H-imidazo[4,5-c]pyridine-7-carboxylic acid ethyl ester 80 (2.35 g, 70%) Reactants: Cl/C=C/CN(CC)CC1=CC(=CC=C1)O ((E)-N-(3-chloro-2-propenyl)-N-ethyl-3-hydroxybenzylamine), [H-].[Na+] (sodium hydride), S(C)(=O)(=O)OCC1=CC(=CC=C1)C1=CSC=C1 (3-(3-thienyl)benzyl mesylate), C(C)(=O)OCC (ethyl acetate). Run in O1CCCC1 (tetrahydrofuran), CN(C=O)C (dimethylformamide). Conditions: time 20 minute. The product is Cl/C=C/CN(CC)CC1=CC(=CC=C1)OCC1=CC(=CC=C1)C1=CSC=C1 ((E)-N-(3-chloro-2-propenyl)-N-ethyl-3-[3-(3thienyl)benzyloxy]benzylamine). The yield is 93.0%. As a reaction SMILES: [Cl:1]/[CH:2]=[CH:3]/[CH2:4][N:5]([CH2:8][C:9]1[CH:14]=[CH:13][CH:12]=[C:11]([OH:15])[CH:10]=1)[CH2:6][CH3:7].[H-].[Na+].S(O[CH2:23][C:24]1[CH:29]=[CH:28][CH:27]=[C:26]([C:30]2[CH:34]=[CH:33][S:32][CH:31]=2)[CH:25]=1)(=O)(=O)C.C(OCC)(=O)C>O1CCCC1.CN(C)C=O>[Cl:1]/[CH:2]=[CH:3]/[CH2:4][N:5]([CH2:8][C:9]1[CH:14]=[CH:13][CH:12]=[C:11]([O:15][CH2:23][C:24]2[CH:29]=[CH:28][CH:27]=[C:26]([C:30]3[CH:34]=[CH:33][S:32][CH:31]=3)[CH:25]=2)[CH:10]=1)[CH2:6][CH3:7] |f:1.2|. Reported procedure: To a solution of 280 mg (1.24 mmol) of (E)-N-(3-chloro-2-propenyl)-N-ethyl-3-hydroxybenzylamine in 2.5 ml of tetrahydrofuran was added 74.4 mg (1.86 mmol) of 60% oily sodium hydride under ice cooling. The mixture was stirred for 20 minutes at room temperature, ice-cooled, treated with a solution of 333 mg (1.24 mmol) of 3-(3-thienyl)benzyl mesylate in 2.5 ml of dimethylformamide, and stirred for 1.5 hours at room temperature. The reaction mixture was poured into 40 ml of ethyl acetate, washed wi... Reactants: CCOC(=O)C1(C(=O)OCC)CCN(C(=O)c2ccc(OC)cc2)C1, CCOC(C)=O, CC#N, Cl, O. Yields the product CCOC(=O)C1(C(=O)O)CCN(C(=O)c2ccc(OC)cc2)C1. RXN SMILES: [CH2:1]([CH3:2])[O:3][C:4](=[O:5])[C:6]1([C:21](=[O:22])[O:23][CH2:24][CH3:25])[CH2:7][N:8]([C:11]([c:12]2[cH:13][cH:14][c:15]([O:18][CH3:19])[cH:16][cH:17]2)=[O:20])[CH2:9][CH2:10]1.[CH3:27][CH2:28][O:29][C:30](=[O:31])[CH3:32].[CH3:34][C:35]#[N:36].[ClH:33].[OH2:26]>>[CH2:1]([CH3:2])[O:3][C:4](=[O:5])[C:6]1([C:21](=[O:22])[OH:23])[CH2:7][N:8]([C:11]([c:12]2[cH:13][cH:14][c:15]([O:18][CH3:19])[cH:16][cH:17]2)=[O:20])[CH2:9][CH2:10]1.